From a dataset of the Open Reaction Database (ORD), a public repository of structured organic reaction records. describe an organic reaction: reactants, conditions, products, and yield Reactants: C(C)OC(C[C@H]([C@@H]([C@@H](CC)C)C)NC(C)=O)=O ((3R,4R,5R)-3-Acetylamino-4,5-dimethyl-heptanoic acid ethyl ester), Cl (hydrochloric acid). Product: Cl.N[C@H](CC(=O)O)[C@@H]([C@@H](CC)C)C ((3R,4R,5R)-3-Amino-4,5-dimethyl-heptanoic acid hydrochloride). Yield: 89.0%. As a reaction SMILES: C([O:3][C:4](=[O:17])[CH2:5][C@@H:6]([NH:13]C(=O)C)[C@H:7]([CH3:12])[C@H:8]([CH3:11])[CH2:9][CH3:10])C.[ClH:18]>>[ClH:18].[NH2:13][C@@H:6]([C@H:7]([CH3:12])[C@H:8]([CH3:11])[CH2:9][CH3:10])[CH2:5][C:4]([OH:17])=[O:3] |f:2.3|. Procedure: (3R,4R,5R)-3-Acetylamino-4,5-dimethyl-heptanoic acid ethyl ester (13.63 g, 56.0 mmol) was heated under reflux with 200 mL of 1M hydrochloric acid for 72 hours. The solution was cooled and extracted 2× with 50 mL aliquots of MTBE. The aqueous phase was evaporated to a semisolid. Acetonitrile (4×100 mL) was added and evaporated to give 10.75 g (89% yield) of the titled compound as a white crystalline solid: 1H NMR (CD3OD, 399.77 MHz) 0.87 (t, J=7.3 Hz, 3H), 0.94 (t, J=6.6 Hz, 6H), 1.02-1.15 (m, 1H... The reactants are E2, FC1=C(OC=2C=C(C#N)C=CC2)C=CC(=C1)CO (3-(2-fluoro-4-(hydroxymethyl)phenoxy)benzonitrile), ClC1=NC(N2C(N(CCC2)C)=C1)=O (8-chloro-1-methyl-3,4-dihydro-1H-pyrimido[1,6-a]pyrimidin-6(2H)-one). RXN SMILES: [F:1][C:2]1[CH:16]=[C:15]([CH2:17][OH:18])[CH:14]=[CH:13][C:3]=1[O:4][C:5]1[CH:6]=[C:7]([CH:10]=[CH:11][CH:12]=1)[C:8]#[N:9].Cl[C:20]1[CH:30]=[C:24]2[N:25]([CH3:29])[CH2:26][CH2:27][CH2:28][N:23]2[C:22](=[O:31])[N:21]=1>>[F:1][C:2]1[CH:16]=[C:15]([CH2:17][O:18][C:20]2[CH:30]=[C:24]3[N:25]([CH3:29])[CH2:26][CH2:27][CH2:28][N:23]3[C:22](=[O:31])[N:21]=2)[CH:14]=[CH:13][C:3]=1[O:4][C:5]1[CH:6]=[C:7]([CH:10]=[CH:11][CH:12]=1)[C:8]#[N:9]. Reported procedure: The title compound or its salt was prepared by a procedure similar to that described for E2 starting from 3-(2-fluoro-4-(hydroxymethyl)phenoxy)benzonitrile and 8-chloro-1-methyl-3,4-dihydro-1H-pyrimido[1,6-a]pyrimidin-6(2H)-one. The product is FC1=C(OC=2C=C(C#N)C=CC2)C=CC(=C1)COC1=NC(N2C(N(CCC2)C)=C1)=O (3-(2-fluoro-4-(((1-methyl-6-oxo-2,3,4,6-tetrahydro-1H-pyrimido[1,6-a]pyrimidin-8-yl)oxy)methyl)phenoxy)benzonitrile). Starting materials: CS(=O)(=O)N1CCC(=CC2=C1C=CC(=C2)C2=CC=C(C=C2)OCCOC(C)C)C(=O)OC (methyl 1-methylsulfonyl-7-[4-(2-propoxy)ethoxyphenyl]-2,3-dihydro-1H-1-benzazepine-4-carboxylate), [OH-].[Na+] (sodium hydroxide), Cl (hydrochloric acid). Run in C1CCOC1 (THF), C(C)O (ethanol). Conditions: time 15.5 hour. Product: CS(=O)(=O)N1CCC(=CC2=C1C=CC(=C2)C2=CC=C(C=C2)OCCOC(C)C)C(=O)O (1-methylsulfonyl-7-[4-(2-propoxy)ethoxyphenyl]-2,3-dihydro-1H-1-benzazepine-4-carboxylic acid). Yield: 98.2%. Reaction SMILES: [CH3:1][S:2]([N:5]1[C:11]2[CH:12]=[CH:13][C:14]([C:16]3[CH:21]=[CH:20][C:19]([O:22][CH2:23][CH2:24][O:25][CH:26]([CH3:28])[CH3:27])=[CH:18][CH:17]=3)=[CH:15][C:10]=2[CH:9]=[C:8]([C:29]([O:31]C)=[O:30])[CH2:7][CH2:6]1)(=[O:4])=[O:3].[OH-].[Na+].Cl>C1COCC1.C(O)C>[CH3:1][S:2]([N:5]1[C:11]2[CH:12]=[CH:13][C:14]([C:16]3[CH:21]=[CH:20][C:19]([O:22][CH2:23][CH2:24][O:25][CH:26]([CH3:27])[CH3:28])=[CH:18][CH:17]=3)=[CH:15][C:10]=2[CH:9]=[C:8]([C:29]([OH:31])=[O:30])[CH2:7][CH2:6]1)(=[O:4])=[O:3] |f:1.2|. Reported procedure: In a mixture of THF and ethanol (1:1, v/v, 30.0 ml) was dissolved methyl 1-methylsulfonyl-7-[4-(2-propoxy)ethoxyphenyl]-2,3-dihydro-1H-1-benzazepine-4-carboxylate (354 mg). To the solution was added 1N sodium hydroxide solution (7.7 ml), and the mixture was stirred at room temperature for 15.5 hours. The mixture was a little concentrated, and to the residue was added 1N hydrochloric acid to convert weakly acidic solution. The mixture was extracted with ethyl acetate, and the organic layer was wa... Starting materials: CCOC(=O)CCCOc1c(OCc2ccccc2)cccc1C(=O)OCC, CCO. The product is CCOC(=O)CCCOc1c(O)cccc1C(=O)OCC. RXN SMILES: [CH2:1]([c:2]1[cH:3][cH:4][cH:5][cH:6][cH:7]1)[O:8][c:9]1[c:10]([O:20][CH2:21][CH2:22][CH2:23][C:24](=[O:25])[O:26][CH2:27][CH3:28])[c:11]([C:12](=[O:13])[O:14][CH2:15][CH3:16])[cH:17][cH:18][cH:19]1.[CH3:29][CH2:30][OH:31]>>[OH:8][c:9]1[c:10]([O:20][CH2:21][CH2:22][CH2:23][C:24](=[O:25])[O:26][CH2:27][CH3:28])[c:11]([C:12](=[O:13])[O:14][CH2:15][CH3:16])[cH:17][cH:18][cH:19]1. Reported procedure: The title compound, MS: m/e=378.8 (M+H+), was prepared from 3-chlorobenzamidine and 2-(2,4-dichloro-benzylidene)-malononitrile in analogy to the process described in Example 11 as a solid. Reaction SMILES: [Cl:1][C:2]1[CH:3]=[C:4]([CH:8]=[CH:9][CH:10]=1)[C:5]([NH2:7])=[NH:6].[Cl:11][C:12]1[CH:23]=[C:22]([Cl:24])[CH:21]=[CH:20][C:13]=1[CH:14]=[C:15]([C:18]#[N:19])[C:16]#[N:17]>>[NH2:19][CH2:18][C:15]1[C:16]([NH2:17])=[N:6][C:5]([C:4]2[CH:8]=[CH:9][CH:10]=[C:2]([Cl:1])[CH:3]=2)=[N:7][C:14]=1[C:13]1[CH:20]=[CH:21][C:22]([Cl:24])=[CH:23][C:12]=1[Cl:11]. The reactants are ClC=1C=C(C(=N)N)C=CC1 (3-chlorobenzamidine), ClC1=C(C=C(C#N)C#N)C=CC(=C1)Cl (2-(2,4-dichloro-benzylidene)-malononitrile). Yields the product NCC=1C(=NC(=NC1C1=C(C=C(C=C1)Cl)Cl)C1=CC(=CC=C1)Cl)N (5-Aminomethyl-2-(3-chloro-phenyl)-6-(2,4-dichloro-phenyl)-pyrimidin-4-ylamine). Reactants: NC1=CC(=C(OC2=CC(=NC=C2)NC(=O)N2CCCC2)C=C1)F (4-(4-amino-2-fluorophenoxy)-2-[(pyrrolidin-1-yl)carbonylamino]pyridine), C(C)OCC (diethyl ether), C1(=CC=CC=C1)CC(=O)Cl (2-Phenylacetyl chloride), [S-]C#N.[K+] (potassium thiocyanate). Solvent: C(C)#N (acetonitrile), C(C)#N (acetonitrile). Conditions: time 1.5 hour. Product: FC1=C(OC2=CC(=NC=C2)NC(=O)N2CCCC2)C=CC(=C1)NC(=S)NC(CC1=CC=CC=C1)=O (4-{2-Fluoro-4-[3-(2-phenylacetyl)thioureido]phenoxy}-2-[(pyrrolidin-1-yl)carbonylamino]pyridine). Yield: 33.5%. RXN SMILES: [C:1]1([CH2:7][C:8](Cl)=[O:9])[CH:6]=[CH:5][CH:4]=[CH:3][CH:2]=1.[S-:11][C:12]#[N:13].[K+].[NH2:15][C:16]1[CH:36]=[CH:35][C:19]([O:20][C:21]2[CH:26]=[CH:25][N:24]=[C:23]([NH:27][C:28]([N:30]3[CH2:34][CH2:33][CH2:32][CH2:31]3)=[O:29])[CH:22]=2)=[C:18]([F:37])[CH:17]=1.C(OCC)C>C(#N)C>[F:37][C:18]1[CH:17]=[C:16]([NH:15][C:12]([NH:13][C:8](=[O:9])[CH2:7][C:1]2[CH:6]=[CH:5][CH:4]=[CH:3][CH:2]=2)=[S:11])[CH:36]=[CH:35][C:19]=1[O:20][C:21]1[CH:26]=[CH:25][N:24]=[C:23]([NH:27][C:28]([N:30]2[CH2:31][CH2:32][CH2:33][CH2:34]2)=[O:29])[CH:22]=1 |f:1.2|. Procedure details: 2-Phenylacetyl chloride (100 mg) was dissolved in acetonitrile (2 ml) under a nitrogen atmosphere, and then potassium thiocyanate (126 mg) was added thereto at 50° C., followed by stirring at the same temperature for 1.5 hrs. A solution of 4-(4-amino-2-fluorophenoxy)-2-[(pyrrolidin-1-yl)carbonylamino]pyridine (41 mg) in acetonitrile (4 ml) was added thereto, followed by stirring at room temperature for 2.5 hr. The reaction mixture was cooled down to room temperature, and then partitioned between...